This data is from the Open Reaction Database (ORD), a public repository of structured organic reaction records. The task is: describe an organic reaction: reactants, conditions, products, and yield The reactants are C(CCCCCCCCC)Br (decyl bromide), SC(C)O (mercaptoethanol), C([O-])([O-])=O.[K+].[K+] (potassium carbonate). The solvent is CC(=O)C (acetone). Run at time 2 day. Product: C(CCCCCCCCC)SC(C)O (S-decyl mercaptoethanol). The yield is 94.0%. As a reaction SMILES: C(=O)([O-])[O-].[K+].[K+].[CH2:7](Br)[CH2:8][CH2:9][CH2:10][CH2:11][CH2:12][CH2:13][CH2:14][CH2:15][CH3:16].[SH:18][CH:19]([OH:21])[CH3:20]>CC(C)=O>[CH2:7]([S:18][CH:19]([OH:21])[CH3:20])[CH2:8][CH2:9][CH2:10][CH2:11][CH2:12][CH2:13][CH2:14][CH2:15][CH3:16] |f:0.1.2|. Procedure: Under nitrogen, to a suspension of potassium carbonate (27 g, 200 mmol) in acetone (100 ml) was added decyl bromide (10 ml, 50 mmol) and mercaptoethanol (4.4 ml, 63 mmol). The suspension was stirred at room temperature for 2 days, then partitioned between water and 80% hexane/ethyl acetate. The organic phase was washed with 2N sodium hydroxide, dried over magnesium sulfate, and the volatiles removed under vacuum to give S-decyl mercaptoethanol (10.2 g, 47 mmol) as a colorless liquid that was use... The reactants are O (Water), CC1=NOC(=C1)NC(OCC(Cl)(Cl)Cl)=O (2,2,2-trichloroethyl (3-methylisoxazol-5-yl)carbamate), C1(=CC=CC=C1)C1=NSC(=N1)N1CCNCC1 (1-(3-phenyl-1,2,4-thiadiazol-5-yl)piperazine), C(C)(C)N(CC)C(C)C (diisopropylethylamine). The solvent is CS(=O)C (dimethyl sulfoxide). The product is CC1=NOC(=C1)NC(=O)N1CCN(CC1)C1=NC(=NS1)C1=CC=CC=C1 (N-(3-Methylisoxazol-5-yl)-4-(3-phenyl-1,2,4-thiadiazol-5-yl)piperazine-1-carboxamide). Yield: 40.6%. RXN SMILES: [CH3:1][C:2]1[CH:6]=[C:5]([NH:7][C:8](=[O:15])OCC(Cl)(Cl)Cl)[O:4][N:3]=1.[C:16]1([C:22]2[N:26]=[C:25]([N:27]3[CH2:32][CH2:31][NH:30][CH2:29][CH2:28]3)[S:24][N:23]=2)[CH:21]=[CH:20][CH:19]=[CH:18][CH:17]=1.C(N(C(C)C)CC)(C)C.O>CS(C)=O>[CH3:1][C:2]1[CH:6]=[C:5]([NH:7][C:8]([N:30]2[CH2:31][CH2:32][N:27]([C:25]3[S:24][N:23]=[C:22]([C:16]4[CH:21]=[CH:20][CH:19]=[CH:18][CH:17]=4)[N:26]=3)[CH2:28][CH2:29]2)=[O:15])[O:4][N:3]=1. Procedure: A mixed solution of 2,2,2-trichloroethyl (3-methylisoxazol-5-yl)carbamate (302 mg, 1.11 mmol), 1-(3-phenyl-1,2,4-thiadiazol-5-yl)piperazine (300 mg, 1.33 mmol) and diisopropylethylamine (0.212 ml, 1.33 mmol) in dimethyl sulfoxide (3.7 ml) was stirred at 70° C. for 3 hours. Water was poured to the reaction mixture, and the resulting solution was extracted with ethyl acetate. The extract was washed with water and dried over anhydrous magnesium sulfate, and the solvent was distilled off under reduc... Reactants: BrC=1C=NC=CC1CSCCN (3-bromo-4-[(2-aminoethyl)thiomethyl]pyridine), N-benzoyl-bis-dimethylthioimidocarbonate, C(C1=CC=CC=C1)(=O)NC(=NCCSCC1=NC=CC=C1Br)NCCSCC1=NC=CC=C1Br (N-benzoyl-N',N"-bis-[2-((3-bromo-2-pyridyl)methylthio)ethyl]guanidine). Solvent: N1=CC=CC=C1 (pyridine). Yields the product BrC=1C(=NC=CC1)CSCCNC(=N)NCCSCC1=NC=CC=C1Br (N,N'-bis[2-((3-bromo-2-pyridyl)methylthio)ethyl]guanidine). Reaction SMILES: BrC1C=NC=CC=1CSCCN.C([NH:21][C:22]([NH:35][CH2:36][CH2:37][S:38][CH2:39][C:40]1[C:45]([Br:46])=[CH:44][CH:43]=[CH:42][N:41]=1)=[N:23][CH2:24][CH2:25][S:26][CH2:27][C:28]1[C:33]([Br:34])=[CH:32][CH:31]=[CH:30][N:29]=1)(=O)C1C=CC=CC=1>N1C=CC=CC=1>[Br:46][C:45]1[C:40]([CH2:39][S:38][CH2:37][CH2:36][NH:35][C:22]([NH:23][CH2:24][CH2:25][S:26][CH2:27][C:28]2[C:33]([Br:34])=[CH:32][CH:31]=[CH:30][N:29]=2)=[NH:21])=[N:41][CH:42]=[CH:43][CH:44]=1. Procedure details: The reaction of 3-bromo-4-[(2-aminoethyl)thiomethyl]pyridine with N-benzoyl-bis-dimethylthioimidocarbonate in pyridine by the method described in Example 12 yielded N-benzoyl-N',N"-bis-[2-((3-bromo-2-pyridyl)methylthio)ethyl]guanidine which, on acid hydrolysis, yielded the title compound. Reactants: N[C@H]1CN(CC1)CCCOC1=CC=C(C=C1)C1=CC=C(C=C1)C#N (4′-{3-[(3R)-3-Aminopyrrolidinyl]propoxy}[1,1′-biphenyl]-4-carbonitrile), N1C[C@@H](CC1)O ((3R)-3-pyrrolidinol), C([O-])([O-])=O.[K+].[K+] (potassium carbonate), [I-].[K+] (potassium iodide). Run in CC(CC)=O (2-butanone). The product is O[C@H]1CN(CC1)CCCOC1=CC=C(C=C1)C1=CC=C(C=C1)C#N (4′-{3-[(3R)-3-hydroxypyrrolidinyl]propoxy}[1,1′-biphenyl]-4-carbonitrile). The yield is 69.0%. Reaction SMILES: N[C@@H:2]1[CH2:6][CH2:5][N:4]([CH2:7][CH2:8][CH2:9][O:10][C:11]2[CH:16]=[CH:15][C:14]([C:17]3[CH:22]=[CH:21][C:20]([C:23]#[N:24])=[CH:19][CH:18]=3)=[CH:13][CH:12]=2)[CH2:3]1.N1CC[C@@H]([OH:30])C1.C(=O)([O-])[O-].[K+].[K+].[I-].[K+]>CC(=O)CC>[OH:30][C@@H:2]1[CH2:6][CH2:5][N:4]([CH2:7][CH2:8][CH2:9][O:10][C:11]2[CH:16]=[CH:15][C:14]([C:17]3[CH:22]=[CH:21][C:20]([C:23]#[N:24])=[CH:19][CH:18]=3)=[CH:13][CH:12]=2)[CH2:3]1 |f:2.3.4,5.6|. Reported procedure: 4′-{3-[(3R)-3-Aminopyrrolidinyl]propoxy}[1,1′-biphenyl]-4-carbonitrile (200 mg, 0.74 mmol), (3R)-3-pyrrolidinol (70 mg, 0.81 mmol), potassium carbonate (152 mg) and potassium iodide (183 mg) in 25 mL of 2-butanone were heated at 110° C. for 72 hours. The mixture was evaporated under reduced pressure and the residue was purified by chromatography (CHCl3:MeOH:NH4OH, 9:1:0.1) to provide the title compound (69 % yield). The reactants are CC1=C(C=CC2=C1N=C(C=C2O[C@@H]3C[C@H]4C(=O)N[C@@]5(C[C@H]5/C=C\CCCCC[C@@H](C(=O)N4C3)CC(=O)N6CCCC(C6)(F)F)C(=O)NS(=O)(=O)C7CC7)C8=NC(=CS8)C(C)C)OC.[Na] (ACH-0142684 sodium), CC1=C(C=CC2=C1N=C(C=C2O[C@@H]3C[C@H]4C(=O)N[C@@]5(C[C@H]5/C=C\CCCCC[C@@H](C(=O)N4C3)CC(=O)N6CCCC(C6)(F)F)C(=O)NS(=O)(=O)C7CC7)C8=NC(=CS8)C(C)C)OC.[Na] (ACH-0142684 sodium), material, 12. The solvent is O (water). The product is CC1=C(C=CC2=C1N=C(C=C2O[C@@H]3C[C@H]4C(=O)N[C@@]5(C[C@H]5/C=C\CCCCC[C@@H](C(=O)N4C3)CC(=O)N6CCCC(C6)(F)F)C(=O)NS(=O)(=O)C7CC7)C8=NC(=CS8)C(C)C)OC (ACH-0142684). As a reaction SMILES: [CH3:1][C:2]1[C:7]2[N:8]=[C:9]([C:54]3[S:58][CH:57]=[C:56]([CH:59]([CH3:61])[CH3:60])[N:55]=3)[CH:10]=[C:11]([O:12][C@H:13]3[CH2:33][N:32]4[C@H:15]([C:16]([NH:18][C@@:19]5([C:45]([NH:47][S:48]([CH:51]6[CH2:53][CH2:52]6)(=[O:50])=[O:49])=[O:46])[C@H:21]([CH:22]=[CH:23][CH2:24][CH2:25][CH2:26][CH2:27][CH2:28][C@H:29]([CH2:34][C:35]([N:37]6[CH2:42][C:41]([F:44])([F:43])[CH2:40][CH2:39][CH2:38]6)=[O:36])[C:30]4=[O:31])[CH2:20]5)=[O:17])[CH2:14]3)[C:6]=2[CH:5]=[CH:4][C:3]=1[O:62][CH3:63].[Na]>O>[CH3:1][C:2]1[C:7]2[N:8]=[C:9]([C:54]3[S:58][CH:57]=[C:56]([CH:59]([CH3:61])[CH3:60])[N:55]=3)[CH:10]=[C:11]([O:12][C@H:13]3[CH2:33][N:32]4[C@H:15]([C:16]([NH:18][C@@:19]5([C:45]([NH:47][S:48]([CH:51]6[CH2:52][CH2:53]6)(=[O:49])=[O:50])=[O:46])[C@H:21]([CH:22]=[CH:23][CH2:24][CH2:25][CH2:26][CH2:27][CH2:28][C@H:29]([CH2:34][C:35]([N:37]6[CH2:42][C:41]([F:44])([F:43])[CH2:40][CH2:39][CH2:38]6)=[O:36])[C:30]4=[O:31])[CH2:20]5)=[O:17])[CH2:14]3)[C:6]=2[CH:5]=[CH:4][C:3]=1[O:62][CH3:63] |f:0.1,^1:63|. Procedure: The solubility of ACH-0142684 sodium salt was determined at room temperature using the following procedure. The input material (˜10 mg) was weighed into each of 12 vials, followed by addition of a solvent in multiple aliquots between 50μL to 10-mL at room temperature. Samples were visually inspected for complete dissolution after each solvent addition. The solubility of crystalline ACH-0142684 sodium salt is summarized in TABLE 1, which provides a solubility assessment of amorphous API in 12 sol... The reactants are Clc1cc(Cl)cc(-c2n[nH]cc2Cl)c1, CC(C)(C)OC(=O)CCl, [K+], [K+], O=C([O-])[O-], CN(C)C=O, O. Yields the product CC(C)(C)OC(=O)Cn1cc(Cl)c(-c2cc(Cl)cc(Cl)c2)n1. As a reaction SMILES: [Cl:10][c:11]1[c:12](-[c:16]2[cH:17][c:18]([Cl:23])[cH:19][c:20]([Cl:22])[cH:21]2)[n:13][nH:14][cH:15]1.[Cl:1][CH2:2][C:3](=[O:4])[O:5][C:6]([CH3:7])([CH3:8])[CH3:9].[K+:24].[K+:25].[O-:26][C:27]([O-:28])=[O:29].[O:30]=[CH:31][N:32]([CH3:33])[CH3:34].[OH2:35]>>[CH2:2]([C:3](=[O:4])[O:5][C:6]([CH3:7])([CH3:8])[CH3:9])[n:14]1[n:13][c:12](-[c:16]2[cH:17][c:18]([Cl:23])[cH:19][c:20]([Cl:22])[cH:21]2)[c:11]([Cl:10])[cH:15]1.